Dataset: the Open Reaction Database (ORD), a public repository of structured organic reaction records. Task: describe an organic reaction: reactants, conditions, products, and yield The reactants are ice water, C(C1=CC=CC=C1)NS(=O)(=O)C1=CC=C(C=C1)C (N-benzyl-p-toluenesulphonamide), C(C)(=O)O (acetic acid), N(=O)[O-].[Na+] (sodium nitrite). Run in C(C)(=O)OC(C)=O (acetic anhydride). Conditions: time 18 hour. Product: N(=O)N(S(=O)(=O)C1=CC=C(C=C1)C)CC1=CC=CC=C1 (N-Nitroso-N-benzyl-p-toluenesulphonamide). Yield: 82.0%. As a reaction SMILES: [CH2:1]([NH:8][S:9]([C:12]1[CH:17]=[CH:16][C:15]([CH3:18])=[CH:14][CH:13]=1)(=[O:11])=[O:10])[C:2]1[CH:7]=[CH:6][CH:5]=[CH:4][CH:3]=1.C(O)(=O)C.[N:23]([O-])=[O:24].[Na+]>C(OC(=O)C)(=O)C>[N:23]([N:8]([CH2:1][C:2]1[CH:3]=[CH:4][CH:5]=[CH:6][CH:7]=1)[S:9]([C:12]1[CH:13]=[CH:14][C:15]([CH3:18])=[CH:16][CH:17]=1)(=[O:11])=[O:10])=[O:24] |f:2.3|. Procedure details: To a solution of N-benzyl-p-toluenesulphonamide (21 g, 80 mmol) and acetic acid (100 ml) in acetic anhydride (400 ml) was added solid sodium nitrite (120 g, 1.7 mol) in portions over a period of 12 hours at 5° C. The temperature was kept below 10° C. all the time. After the addition was finished the reaction mixture was stirred at room temperature for 18 hours. The reaction mixture was poured over an excess of ice water and stirred for 1 hour. The pale yellow precipitate was filtered and washed ... Reactants: NC(C#N)CCC(C(F)(F)F)(F)F (2-amino-5,5,6,6,6-pentafluorohexanenitrile), F[B-](F)(F)F.C(C)OC(C(=[NH2+])SC)=O (2-ethoxy-1-(methylsulfanyl)-2-oxoethaniminium tetrafluoroborate). The solvent is O1CCOCC1 (1,4-dioxane). Product: NC1=C(N=C(N1)C(=O)OCC)CCC(C(F)(F)F)(F)F (ethyl 5-amino-4-(3,3,4,4,4-pentafluorobutyl)-1H-imidazole-2-carboxylate). As a reaction SMILES: [NH2:1][CH:2]([CH2:5][CH2:6][C:7]([F:13])([F:12])[C:8]([F:11])([F:10])[F:9])[C:3]#[N:4].F[B-](F)(F)F.[CH2:19]([O:21][C:22](=[O:27])[C:23](SC)=[NH2+:24])[CH3:20]>O1CCOCC1>[NH2:4][C:3]1[NH:24][C:23]([C:22]([O:21][CH2:19][CH3:20])=[O:27])=[N:1][C:2]=1[CH2:5][CH2:6][C:7]([F:12])([F:13])[C:8]([F:10])([F:9])[F:11] |f:1.2|. Procedure: A solution of 2-amino-5,5,6,6,6-pentafluorohexanenitrile (0.5722 g, 2.83 mmol) and 2-ethoxy-1-(methylsulfanyl)-2-oxoethaniminium tetrafluoroborate (0.808 g, 3.45 mmol) in dry 1,4-dioxane (5.2 mL) was stirred at 25° C. under N2 for 6 days. The solution was concentrated in vacuo. The resulting residue was purified by silica gel chromatography using DCM/MeOH gradient to afford the desired product, as an orange oil. 1H NMR (500 MHz, CHCl3-d): δ 4.36 (q, J=7.1 Hz, 2H); 2.85 (br s, 2H); 2.41-2.16 (m, ...